This data is from the Open Reaction Database (ORD), a public repository of structured organic reaction records. The task is: describe an organic reaction: reactants, conditions, products, and yield Reactants: C1=CC=CC=C1 (benzene), CC1CN(CCC1)CC(O)C1=CC=CC=C1 (2-(3-methyl piperidino)-1-phenylethanol), C=C1CC(=O)O1 (diketene). Isolated yield 106.5%. RXN SMILES: C1C=CC=CC=1.[CH3:7][CH:8]1[CH2:13][CH2:12][CH2:11][N:10]([CH2:14][CH:15]([C:17]2[CH:22]=[CH:21][CH:20]=[CH:19][CH:18]=2)[OH:16])[CH2:9]1.[CH2:23]=[C:24]1[O:28][C:26](=[O:27])[CH2:25]1>C(N(CC)CC)C>[C:26]([O:16][CH:15]([C:17]1[CH:22]=[CH:21][CH:20]=[CH:19][CH:18]=1)[CH2:14][N:10]1[CH2:11][CH2:12][CH2:13][CH:8]([CH3:7])[CH2:9]1)(=[O:27])[CH2:25][C:24]([CH3:23])=[O:28]. The product is C(CC(=O)C)(=O)OC(CN1CC(CCC1)C)C1=CC=CC=C1 (2-(3-methylpiperidino)-1-phenylethyl acetoacetate). Procedure: To 100 ml of benzene are added 9.5 g of 2-(3-methyl piperidino)-1-phenylethanol having a melting point of 70° C., 5 g of diketene and 0.1 ml of triethylamine, and the mixture is refluxed under heating for two hours. The reaction mixture is concentrated under reduced pressure to give 14 g of 2-(3-methylpiperidino)-1-phenylethyl acetoacetate as oily substance. To 150 ml of isopropanol are added 14 g of 2-(3-methylpiperidino)-1-phenylethyl acetoacetate, 6.5 g of m-nitrobenzaldehyde and 5 g of methy... The solvent is C(C)N(CC)CC (triethylamine). Starting materials: CC(C)O, O=C1Nc2ncnc(Cl)c2C1=Cc1ccccc1, CCN(C(C)C)C(C)C, CN(C)CCn1cc(-c2ccc(F)c(Cl)c2)nc1C1CCNCC1, Cl, Cl, Cl. Yields the product CN(C)CCn1cc(-c2ccc(F)c(Cl)c2)nc1C1CCN(c2ncnc3c2C(=Cc2ccccc2)C(=O)N3)CC1. Reaction SMILES: [CH3:55][CH:56]([OH:57])[CH3:58].[CH:28]([c:29]1[cH:30][cH:31][cH:32][cH:33][cH:34]1)=[C:35]1[C:36](=[O:45])[NH:37][c:38]2[n:39][cH:40][n:41][c:42]([Cl:44])[c:43]21.[CH:46]([N:47]([CH2:48][CH3:49])[CH:50]([CH3:51])[CH3:52])([CH3:53])[CH3:54].[Cl:4][c:5]1[cH:6][c:7](-[c:12]2[n:13][c:14]([CH:22]3[CH2:23][CH2:24][NH:25][CH2:26][CH2:27]3)[n:15]([CH2:17][CH2:18][N:19]([CH3:20])[CH3:21])[cH:16]2)[cH:8][cH:9][c:10]1[F:11].[ClH:1].[ClH:2].[ClH:3]>>[Cl:4][c:5]1[cH:6][c:7](-[c:12]2[n:13][c:14]([CH:22]3[CH2:23][CH2:24][N:25]([c:42]4[n:41][cH:40][n:39][c:38]5[c:43]4[C:35](=[CH:28][c:29]4[cH:30][cH:31][cH:32][cH:33][cH:34]4)[C:36](=[O:45])[NH:37]5)[CH2:26][CH2:27]3)[n:15]([CH2:17][CH2:18][N:19]([CH3:20])[CH3:21])[cH:16]2)[cH:8][cH:9][c:10]1[F:11]. Reactants: [OH-].[Na+] (sodium hydroxide), BrCC1CCCCC1 ((bromomethyl)cyclohexane), 18.5, ClC1=C(C=CC(=C1)Cl)CC#N (2,4-dichlorobenzeneacetonitrile). Solvent: CN(C=O)C (N,N-dimethylformamide). Reaction conditions: time 2 hour. Product: 25.5, ClC1=C(C=CC(=C1)Cl)C(C#N)CC1CCCCC1 (2,4-dichloro-α-(cyclohexylmethyl)benzeneacetonitrile). As a reaction SMILES: [Cl:1][C:2]1[CH:7]=[C:6]([Cl:8])[CH:5]=[CH:4][C:3]=1[CH2:9][C:10]#[N:11].[OH-].[Na+].Br[CH2:15][CH:16]1[CH2:21][CH2:20][CH2:19][CH2:18][CH2:17]1>CN(C)C=O>[Cl:1][C:2]1[CH:7]=[C:6]([Cl:8])[CH:5]=[CH:4][C:3]=1[CH:9]([CH2:15][CH:16]1[CH2:21][CH2:20][CH2:19][CH2:18][CH2:17]1)[C:10]#[N:11] |f:1.2|. Procedure: A mixture of 18.5 parts of 2,4-dichlorobenzeneacetonitrile and 180 parts of N,N-dimethylformamide is stirred and cooled in an ice-bath while nitrogen gas is introduced. 3.2 Parts of a sodium hydroxide solution 78% are added portionwise and the whole is stirred for one hour. Then there are added dropwise, during a one hour-period, 17.8 parts of (bromomethyl)cyclohexane while still cooling and while nitrogen gas is still introduced. Upon completion, stirring is continued for 2 hours at room temper... Starting materials: O (Water), N1C=C(C2=CC=CC=C12)C(=O)O (1H-Indole-3-carboxylic acid), C(C(C)(C)C)I (Neopentyl iodide), [H-].[Na+] (sodium hydride). Product: CC(CN1C=C(C2=CC=CC=C12)C(=O)O)(C)C (1-(2,2-Dimethylpropyl)-1H-indole-3-carboxylic acid). Isolated yield 89.0%. Procedure: 1H-Indole-3-carboxylic acid (208 mg) was dissolved in N,N-dimethylformamide (10 ml), then sodium hydride (154 mg) was added thereto, and the mixture was stirred for 10 minutes at room temperature. Neopentyl iodide (0.25 ml) was added to the reaction solution and stirred for 15 hours at 80° C. Water was added to the reaction mixture which was then washed with ethyl acetate. The aqueous phase was adjusted to pH 6 by 1 N hydrochloric acid, extracted with ethylacetate, and the extract was washed wit... Run in CN(C=O)C (N,N-dimethylformamide). Run at time 10 minute. RXN SMILES: [NH:1]1[C:9]2[C:4](=[CH:5][CH:6]=[CH:7][CH:8]=2)[C:3]([C:10]([OH:12])=[O:11])=[CH:2]1.[H-].[Na+].[CH2:15](I)[C:16]([CH3:19])([CH3:18])[CH3:17].O>CN(C)C=O>[CH3:15][C:16]([CH3:19])([CH3:18])[CH2:17][N:1]1[C:9]2[C:4](=[CH:5][CH:6]=[CH:7][CH:8]=2)[C:3]([C:10]([OH:12])=[O:11])=[CH:2]1 |f:1.2|.